From a dataset of the Open Reaction Database (ORD), a public repository of structured organic reaction records. describe an organic reaction: reactants, conditions, products, and yield Reactants: N#CCBr, CCOC(=O)C(C)(CC=C(C)C)C(C)=O, C[Si](C)(C)[N-][Si](C)(C)C, [Li+], C1CCOC1. The product is CCOC(=O)C(C)(CC=C(C)C)C(=O)CCC#N. RXN SMILES: [Br:26][CH2:27][C:28]#[N:29].[CH2:1]([CH3:2])[O:3][C:4]([C:5]([CH2:6][CH:7]=[C:8]([CH3:9])[CH3:10])([CH3:11])[C:12]([CH3:13])=[O:14])=[O:15].[CH3:16][Si:17]([N-:18][Si:19]([CH3:20])([CH3:21])[CH3:22])([CH3:23])[CH3:24].[Li+:25].[O:30]1[CH2:31][CH2:32][CH2:33][CH2:34]1>>[CH2:1]([CH3:2])[O:3][C:4]([C:5]([CH2:6][CH:7]=[C:8]([CH3:9])[CH3:10])([CH3:11])[C:12]([CH2:13][CH2:27][C:28]#[N:29])=[O:14])=[O:15]. Reactants: BrC1=C(C=CC(=C1)Cl)Cl (1-bromo-2,5-dichlorobenzene), [OH-].[K+] (potassium hydroxide), C(CS)(=O)O (thioglycolic acid), ClSC(C(=O)[O-])(C1=CC=CC=C1)Cl (dichlorophenylthioglycolate), ClC=1C(=C(C=CC1)S)Cl (dichlorothiophenol). The solvent is CN1C(CCC1)=O (N-methyl-2-pyrrolidone). Conditions: time 2 hour. Product: ClC1=C(C=C(C=C1)Cl)C(C(=O)O)S (2,5-dichlorophenylthioglycolic acid). Isolated yield 60.5%. Reaction SMILES: Br[C:2]1[CH:7]=[C:6]([Cl:8])[CH:5]=[CH:4][C:3]=1[Cl:9].[OH-].[K+].[C:12]([OH:16])(=[O:15])[CH2:13][SH:14].ClSC(Cl)(C1C=CC=CC=1)C([O-])=O.ClC1C(Cl)=C(S)C=CC=1>CN1CCCC1=O>[Cl:9][C:3]1[CH:4]=[CH:5][C:6]([Cl:8])=[CH:7][C:2]=1[CH:13]([SH:14])[C:12]([OH:16])=[O:15] |f:1.2|. Procedure details: To a 500 ml flask equipped with a thermometer, a condenser and a stirrer were added 45.2 g (0.2 mol) of 1-bromo-2,5-dichlorobenzene, 23.7 g (0.4 mol) of 95% potassium hydroxide, 18.4 g (0.2 mol) of thioglycolic acid and 320 g of N-methyl-2-pyrrolidone, followed by stirring at 140° to 150° C. for 2 hours. Assay of the reaction solution by high performance liquid chromatography identified the solution as a mixture of dichlorophenylthioglycolate and dichlorothiophenol salt. Then, after distilling o... Starting materials: C([O-])([O-])=O.[K+].[K+] (Potassium carbonate), C(O)([O-])=O.[Na+] (sodium hydrogencarbonate), C(C)(=O)O (acetic acid), C(C1=CC=CC=C1)N1CCC(CC1)=O (1-benzyl-4-piperidone), C(#N)[BH3-].[Na+] (sodium cyanoborohydride), CNCCNC (N,N′-dimethylethylenediamine). Run in CO (methanol). Run at time 15 minute. Product: C(C1=CC=CC=C1)N1CCC(CC1)N(CCN(C)C1CCN(CC1)CC1=CC=CC=C1)C (N,N′-bis(1-benzyl-4-piperidinyl)-N,N′-dimethylethylenediamine). The yield is 24.7%. RXN SMILES: [CH2:1]([N:8]1[CH2:13][CH2:12][C:11](=O)[CH2:10][CH2:9]1)[C:2]1[CH:7]=[CH:6][CH:5]=[CH:4][CH:3]=1.[C:15]([BH3-])#[N:16].[Na+].[CH3:19][NH:20][CH2:21][CH2:22][NH:23][CH3:24].[C:25](O)(=O)[CH3:26].C(=O)([O-])[O-].[K+].[K+].C(=O)([O-])O.[Na+]>CO>[CH2:1]([N:8]1[CH2:13][CH2:12][CH:11]([N:20]([CH3:19])[CH2:21][CH2:22][N:23]([CH:11]2[CH2:12][CH2:13][N:16]([CH2:15][C:26]3[CH:25]=[CH:4][CH:3]=[CH:2][CH:1]=3)[CH2:9][CH2:10]2)[CH3:24])[CH2:10][CH2:9]1)[C:2]1[CH:7]=[CH:6][CH:5]=[CH:4][CH:3]=1 |f:1.2,5.6.7,8.9|. Procedure: After 1-benzyl-4-piperidone (5.00 g; 26 mmol) and sodium cyanoborohydride (1.25 g; 20 mmol) were added to a solution of N,N′-dimethylethylenediamine (785 mg; 8.9 mmol) in methanol (20 ml) under ice cooling. The ice bath was removed, and acetic acid (2.5 ml; 44 mmol) was added to the solution, and the mixture was stirred for 15 minutes. Potassium carbonate (3 g; 22 mmol) and a saturated aqueous solution of sodium hydrogencarbonate was added to the reaction mixture to conduct extraction with chlor... Reactants: [Si](C)(C)(C(C)(C)C)OCCC(C1=CC=CC=C1)N1C(C(C2=CC=CC=C12)(C)C)=O (1-(3-{[tert-butyl(dimethyl)silyl]oxy}-1-phenylpropyl)-3,3-dimethyl-1,3-dihydro-2H-indol-2-one), [F-].C(CCC)[N+](CCCC)(CCCC)CCCC (tetrabutyl ammonium fluoride). Run in O1CCCC1 (tetrahydrofuran). Reaction conditions: time 1 hour. Yields the product OCCC(C1=CC=CC=C1)N1C(C(C2=CC=CC=C12)(C)C)=O (racemic 1-[3-hydroxy-1-phenylpropyl]-3,3-dimethyl-1,3-dihydro-2H-indol-2-one). Isolated yield 89.8%. RXN SMILES: [Si]([O:8][CH2:9][CH2:10][CH:11]([N:18]1[C:26]2[C:21](=[CH:22][CH:23]=[CH:24][CH:25]=2)[C:20]([CH3:28])([CH3:27])[C:19]1=[O:29])[C:12]1[CH:17]=[CH:16][CH:15]=[CH:14][CH:13]=1)(C(C)(C)C)(C)C.[F-].C([N+](CCCC)(CCCC)CCCC)CCC>O1CCCC1>[OH:8][CH2:9][CH2:10][CH:11]([N:18]1[C:26]2[C:21](=[CH:22][CH:23]=[CH:24][CH:25]=2)[C:20]([CH3:27])([CH3:28])[C:19]1=[O:29])[C:12]1[CH:17]=[CH:16][CH:15]=[CH:14][CH:13]=1 |f:1.2|. Procedure details: 1-(3-{[tert-butyl(dimethyl)silyl]oxy}-1-phenylpropyl)-3,3-dimethyl-1,3-dihydro-2H-indol-2-one (4.0 g, 9.8 mmol) was dissolved in tetrahydrofuran (50 mL) and tetrabutyl ammonium fluoride (1.0 M in THF, 14.7 mL, 14.7 mmol) was added and the mixture was stirred for 1 hour. Reaction was quenched with saturated aqueous ammonium chloride then saturated sodium bicarbonate was added, diluted with ether, washed with water, and saturated brine. The organic layer was separated, dried over anhydrous magnesi... The reactants are C(C1=CC=CC=C1)OC1=C(CC2=CC=C(C=C2)C2(CCCC2)O)C=CC=C1 (1-[4-(2-benzyloxybenzyl)phenyl]-cyclopentanol), C([O-])([O-])=O.[K+].[K+] (potassium carbonate), Cl (HCl). Reagents/catalysts: [OH-].[Pd+2].[OH-] (palladium hydroxide). The solvent is CO (methanol). Conditions: temperature 0 celsius, time 8 hour. Product: C1(CCCC1)C1=CC=C(CC2=C(C=CC=C2)O)C=C1 (2-(4-Cyclopentylbenzyl)phenol). Yield: 92.4%. RXN SMILES: C([O:8][C:9]1[CH:27]=[CH:26][CH:25]=[CH:24][C:10]=1[CH2:11][C:12]1[CH:17]=[CH:16][C:15]([C:18]2(O)[CH2:22][CH2:21][CH2:20][CH2:19]2)=[CH:14][CH:13]=1)C1C=CC=CC=1.Cl.C(=O)([O-])[O-].[K+].[K+]>CO.[OH-].[Pd+2].[OH-]>[CH:18]1([C:15]2[CH:16]=[CH:17][C:12]([CH2:11][C:10]3[CH:24]=[CH:25][CH:26]=[CH:27][C:9]=3[OH:8])=[CH:13][CH:14]=2)[CH2:19][CH2:20][CH2:21][CH2:22]1 |f:2.3.4,6.7.8|. Procedure details: To a solution of 1-[4-(2-benzyloxybenzyl)phenyl]-cyclopentanol (1.14 g, 3.19 mmol) in methanol (21 mL), a 20% palladium hydroxide catalyst (114 mg) was added, and furthermore 36% HCl (0.255 mL) was added thereto. The mixture was stirred under a hydrogen atmosphere overnight, and then cooled to 0° C., potassium carbonate (425 mg) was added thereto and the mixture was stirred for 20 minutes, and then the catalyst was filtered off. The solvent was distilled under reduced pressure and the obtained r... Starting materials: [OH-].[Na+] (sodium hydroxide), methyl ester, C(C1=CC=CC=C1)OC=1C=C2CCC(C(C2=CC1)O)C(=O)O (6-benzyloxy-1-hydroxy-1,2,3,4-tetrahydro-2-naphthoic acid). The solvent is CO (methanol). Conditions: time 30 minute. The product is OC1=CC=C2C=C(CCC2=C1)C(=O)O (7-hydroxy-1,2-dihydro-3-naphthoic acid). Isolated yield 62.7%. Reaction SMILES: [OH-].[Na+].C([O:10][C:11]1[CH:12]=[C:13]2[C:18](=[CH:19][CH:20]=1)[CH:17](O)[CH:16]([C:22]([OH:24])=[O:23])[CH2:15][CH2:14]2)C1C=CC=CC=1>CO>[OH:10][C:11]1[CH:12]=[C:13]2[C:18]([CH:17]=[C:16]([C:22]([OH:24])=[O:23])[CH2:15][CH2:14]2)=[CH:19][CH:20]=1 |f:0.1|. Procedure details: An aqueous solution (10 ml) of sodium hydroxide (3 g) is added to a solution of methyl ester of 6-benzyloxy-1-hydroxy-1,2,3,4-tetrahydro-2-naphthoic acid (1 g) dissolved in methanol (80 ml) and the mixture is left standing. After 30 minutes, the mixture is concentrated under reduced pressure. Water (50 ml) is added to the mixture, and then precipitating crystals are collected by filtration. The crystals are washed with water and acetone. The crystals (0.9 g) is added to a mixture of methanol (75... The reactants are BrC=1C(=CC2=C(C(=NCC(N2)=S)C2=C(C=CC=C2)Cl)C1)OC (7-bromo-5-(2-chlorophenyl)-1,3-dihydro-8-methoxy-2H-1,4-benzodiazepin-2-thione), COC(C)(N(C)C)OC (1,1-dimethoxy-N,N-dimethyl-ethanamine), CN(C=O)C (dimethylformamide). Reaction conditions: time 1.5 hour. The product is BrC=1C(=CC2=C(C(=NC=3C(=N2)NNC3C)C3=C(C=CC=C3)Cl)C1)OC (7-bromo-5-(2-chlorophenyl)-1,2-dihydro-8-methoxy-3-methyl-pyrazolo[3,4-b][1,4]benzodiazepine). As a reaction SMILES: [Br:1][C:2]1[C:3]([O:21][CH3:22])=[CH:4][C:5]2[NH:11][C:10](=S)[CH2:9][N:8]=[C:7]([C:13]3[CH:18]=[CH:17][CH:16]=[CH:15][C:14]=3[Cl:19])[C:6]=2[CH:20]=1.CO[C:25](OC)([N:27](C)C)[CH3:26].C[N:33](C)C=O>>[Br:1][C:2]1[C:3]([O:21][CH3:22])=[CH:4][C:5]2[N:11]=[C:10]3[NH:33][NH:27][C:25]([CH3:26])=[C:9]3[N:8]=[C:7]([C:13]3[CH:18]=[CH:17][CH:16]=[CH:15][C:14]=3[Cl:19])[C:6]=2[CH:20]=1. Reported procedure: A mixture of 1.8 g (0.00455 mole) of 7-bromo-5-(2-chlorophenyl)-1,3-dihydro-8-methoxy-2H-1,4-benzodiazepin-2-thione (IId), 2.26 mL of 1,1-dimethoxy-N,N-dimethyl-ethanamine and 20 mL of dimethylformamide was stirred at room temperature for 1.5 hours, then at 110° C. for 5 hours. The mixture was cooled and concentrated under reduced pressure. The crude intermediate, IIId, was stirred with a solution of 0.713 mL of anhydrous hydrazine, 9 mL of methanol and 24 mL of dichloromethane for 26 hours and ... The reactants are CN1CCNCC1, CN1C(=NC(=N1)Br)Br. The reagents and catalysts are CC(C)(C)[O-].[Na+], C1=CC=C(C=C1)P(C2=CC=CC=C2)C3=C(C4=CC=CC=C4C=C3)C5=C(C=CC6=CC=CC=C65)P(C7=CC=CC=C7)C8=CC=CC=C8, C1=CC=C(C=C1)/C=C/C(=O)/C=C/C2=CC=CC=C2.C1=CC=C(C=C1)/C=C/C(=O)/C=C/C2=CC=CC=C2.C1=CC=C(C=C1)/C=C/C(=O)/C=C/C2=CC=CC=C2.[Pd].[Pd]. Run in CC1=CC=CC=C1. Reaction conditions: temperature 100 celsius. Yields the product CN1CCN(CC1)C2=NC(=NN2C)Br. Yield: 0.0%. Reported procedure: A mixture of 3,5-dibromo-1-methyl-1H-1,2,4-triazole (142 mg, 0.59 mmol), 1-methylpiperazine (62.0 mg, 0.62 mmol), tris(dibenzylideneacetone)dipalladium(0) (81 mg, 0.09 mmol), BINAP (110 mg, 0.18 mmol) and sodium tert-butoxide (113 mg, 1.18 mmol) in toluene (8 ml) was stirred at 100 °C for 1.5hrs. LCMS indicated no desired product formation. Discarded. The reactants are OCC1(CCC(CC1)=CC#N)N1C=NC=2C1=C1C(=NC2)C=CS1 ([4-(hydroxymethyl)-4-(1H-imidazo[4,5-d]thieno[3,2-b]pyridin-1-yl)cyclohexylidene]acetonitrile), O (water), C(=O)(C(F)(F)F)O (TFA), C(C)#N (acetonitrile). Reagents/catalysts: [Pd] (palladium on carbon). Run in CO (methanol). Conditions: time 4.5 hour. The product is OCC1(CCC(CC1)CC#N)N1C=NC=2C1=C1C(=NC2)C=CS1 ([4-(Hydroxymethyl)-4-(1H-imidazo[4,5-d]thieno[3,2-b]pyridin-1-yl)cyclohexyl]acetonitrile). RXN SMILES: [OH:1][CH2:2][C:3]1([N:12]2[C:16]3=[C:17]4[S:23][CH:22]=[CH:21][C:18]4=[N:19][CH:20]=[C:15]3[N:14]=[CH:13]2)[CH2:8][CH2:7][C:6](=[CH:9][C:10]#[N:11])[CH2:5][CH2:4]1.O.C(O)(C(F)(F)F)=O.C(#N)C>[Pd].CO>[OH:1][CH2:2][C:3]1([N:12]2[C:16]3=[C:17]4[S:23][CH:22]=[CH:21][C:18]4=[N:19][CH:20]=[C:15]3[N:14]=[CH:13]2)[CH2:8][CH2:7][CH:6]([CH2:9][C:10]#[N:11])[CH2:5][CH2:4]1. Procedure: A mixture of [4-(hydroxymethyl)-4-(1H-imidazo[4,5-d]thieno[3,2-b]pyridin-1-yl)cyclohexylidene]acetonitrile (18 mg, 0.055 mmol) and 10% palladium on carbon (5.9 mg) in methanol (0.6 mL) was stirred under an atmosphere of H2 (balloon) for 4.5 h. The mixture was filtered through a pad of Celite and concentrated. The crude residue was purified using RP-HPLC (XBridge C18 column, eluting with a gradient of acetonitrile/water containing 0.1% ammonium hydroxide, at flow rate of 30 mL/min) to give two is... Reactants: N1C=NC=C1 (imidazole), Cl.ClC=1C=C2C(C(OC2=CC1)CN(C)C)=O (5-chloro-2-(dimethylaminomethyl)coumaran-3-one hydrochloride). Run in O (water). Run at time 8 hour. Product: ClC=1C=C2C(C(OC2=CC1)CC=1NC=CN1)=O (5-chloro-2-(1'-imidazolylmethyl)coumaran-3-one). Reaction SMILES: [NH:1]1[CH:5]=[CH:4][N:3]=[CH:2]1.Cl.[Cl:7][C:8]1[CH:9]=[C:10]2[C:14](=[CH:15][CH:16]=1)[O:13][CH:12]([CH2:17]N(C)C)[C:11]2=[O:21]>O>[Cl:7][C:8]1[CH:9]=[C:10]2[C:14](=[CH:15][CH:16]=1)[O:13][CH:12]([CH2:17][C:2]1[NH:1][CH:5]=[CH:4][N:3]=1)[C:11]2=[O:21] |f:1.2|. Reported procedure: Dissolve imidazole (37.44 gms., 550 mmols) in water (200 ml.) and add 5-chloro-2-(dimethylaminomethyl)coumaran-3-one hydrochloride (25 gms., 55 mmols). Stir the reaction mixture overnight at room temperature, then add water (2 liters) and extract with chloroform (1 liter). Wash the chloroform solution with another 2 liter portion of water, dry over anhydrous magnesium sulfate, filter and evaporate in vacuo to give 5-chloro-2-(1'-imidazolylmethyl)coumaran-3-one.